From a dataset of the Open Reaction Database (ORD), a public repository of structured organic reaction records. describe an organic reaction: reactants, conditions, products, and yield Reactants: Cc1c(N)cccc1C(F)(F)F, O=C(O)c1cccnc1Cl, [K+], [OH-], O, Cc1ccc(S(=O)(=O)O)cc1. The product is Cc1c(Nc2ncccc2C(=O)O)cccc1C(F)(F)F. RXN SMILES: [CH3:1][c:2]1[c:3]([NH2:4])[cH:5][cH:6][cH:7][c:8]1[C:9]([F:10])([F:11])[F:12].[Cl:13][c:14]1[c:15]([C:16](=[O:17])[OH:18])[cH:19][cH:20][cH:21][n:22]1.[K+:35].[OH-:34].[OH2:36].[c:23]1([CH3:24])[cH:25][cH:26][c:27]([S:28]([OH:29])(=[O:30])=[O:31])[cH:32][cH:33]1>>[CH3:1][c:2]1[c:3]([NH:4][c:14]2[c:15]([C:16](=[O:17])[OH:18])[cH:19][cH:20][cH:21][n:22]2)[cH:5][cH:6][cH:7][c:8]1[C:9]([F:10])([F:11])[F:12]. Reactants: C(C)C1(CC=C(CC1)C1=C(C=C(C=C1)OC)N)CC (2-(4,4-diethylcyclohex-1-enyl)-5-methoxyphenylamine), Cl.ClCCNCCCl (bis(2-chloroethyl)amine hydrochloride). Solvent: ClC1=C(C=CC=C1)Cl (1,2-dichlorobenzene). Reaction conditions: time 1 hour. Product: C(C)C1(CC=C(CC1)C1=C(C=C(C=C1)OC)N1CCNCC1)CC (1-[2-(4,4-Diethylcyclohex-1-enyl)-5-methoxyphenyl]piperazine). Isolated yield 42.6%. Reaction SMILES: [CH2:1]([C:3]1([CH2:18][CH3:19])[CH2:8][CH2:7][C:6]([C:9]2[CH:14]=[CH:13][C:12]([O:15][CH3:16])=[CH:11][C:10]=2[NH2:17])=[CH:5][CH2:4]1)[CH3:2].Cl.Cl[CH2:22][CH2:23][NH:24][CH2:25][CH2:26]Cl>ClC1C=CC=CC=1Cl>[CH2:18]([C:3]1([CH2:1][CH3:2])[CH2:8][CH2:7][C:6]([C:9]2[CH:14]=[CH:13][C:12]([O:15][CH3:16])=[CH:11][C:10]=2[N:17]2[CH2:26][CH2:25][NH:24][CH2:23][CH2:22]2)=[CH:5][CH2:4]1)[CH3:19] |f:1.2|. Reported procedure: A solution of 2-(4,4-diethylcyclohex-1-enyl)-5-methoxyphenylamine (2.6 g, 10 mmol) prepared in Example (6e) and bis(2-chloroethyl)amine hydrochloride (2.2 g, 12 mmol) in 1,2-dichlorobenzene (10 mL) was stirred at an external temperature of 210° C. Nitrogen gas was blown into the reactor several times during the reaction to remove the excess hydrogen chloride gas in the reactor. After 1 hour, the reaction mixture was cooled to room temperature, and then saturated aqueous sodium hydrogencarbonate ... The reactants are FC1=CC=C(CN(C2=NC=CC=C2)CCN(CCCCCCCN)C)C=C1 (N-[2-[N-(4-fluorobenzyl)-N-(2-pyridyl)amino]ethyl]-N-methyl-1,7-heptanediamine), C(=O)(N1C=NC=C1)N1C=NC=C1 (1,1'-carbonyldiimidazole), N1(CCCCC1)CC=1C=C(OCCCN)C=CC1 (3-[3-(piperidinomethyl)phenoxy]propylamine). Yields the product FC1=CC=C(CN(C2=NC=CC=C2)CCN(C)CCCCCCCNC(=O)NCCCOC2=CC(=CC=C2)CN2CCCCC2)C=C1 (N-[7-[N-[2-[N-(4-fluorobenzyl)-N-(2-pyridyl)amino]ethyl]-N-methylamino]heptyl]-N'-[3-[3-(piperidinomethyl)phenoxy]propyl]urea). RXN SMILES: [F:1][C:2]1[CH:27]=[CH:26][C:5]([CH2:6][N:7]([CH2:14][CH2:15][N:16]([CH3:25])[CH2:17][CH2:18][CH2:19][CH2:20][CH2:21][CH2:22][CH2:23][NH2:24])[C:8]2[CH:13]=[CH:12][CH:11]=[CH:10][N:9]=2)=[CH:4][CH:3]=1.[C:28](N1C=CN=C1)(N1C=CN=C1)=[O:29].[N:40]1([CH2:46][C:47]2[CH:48]=[C:49]([CH:55]=[CH:56][CH:57]=2)[O:50][CH2:51][CH2:52][CH2:53][NH2:54])[CH2:45][CH2:44][CH2:43][CH2:42][CH2:41]1>>[F:1][C:2]1[CH:27]=[CH:26][C:5]([CH2:6][N:7]([CH2:14][CH2:15][N:16]([CH2:17][CH2:18][CH2:19][CH2:20][CH2:21][CH2:22][CH2:23][NH:24][C:28]([NH:54][CH2:53][CH2:52][CH2:51][O:50][C:49]2[CH:55]=[CH:56][CH:57]=[C:47]([CH2:46][N:40]3[CH2:45][CH2:44][CH2:43][CH2:42][CH2:41]3)[CH:48]=2)=[O:29])[CH3:25])[C:8]2[CH:13]=[CH:12][CH:11]=[CH:10][N:9]=2)=[CH:4][CH:3]=1. Reported procedure: Preparation is effected analogously to Example 63, using 0.59 g (1.6 mmol) of N-[2-[N-(4-fluorobenzyl)-N-(2-pyridyl)amino]ethyl]-N-methyl-1,7-heptanediamine and the equimolar amounts of 1,1'-carbonyldiimidazole and 3-[3-(piperidinomethyl)phenoxy]propylamine as starting materials. Working up by chromatography analogously to Example 63 yields the purified title compound in the form of a viscous oil; MS (+FAB method): m/z (rel. int. [%])=647 ([M+H]+, 7), 229 (100); IR (KBr): 1634 cm-1 (C=O). For fu... Reactants: OCCc1ccc(O)cc1, Cc1ccc(S(=O)(=O)Cl)cc1, c1ccncc1. Yields the product Cc1ccc(S(=O)(=O)OCCc2ccc(O)cc2)cc1. Reaction SMILES: [OH:1][c:2]1[cH:3][cH:4][c:5]([CH2:6][CH2:7][OH:8])[cH:9][cH:10]1.[S:11](=[O:12])(=[O:13])([c:14]1[cH:15][cH:16][c:17]([CH3:18])[cH:19][cH:20]1)[Cl:21].[cH:22]1[cH:23][cH:24][n:25][cH:26][cH:27]1>>[OH:1][c:2]1[cH:3][cH:4][c:5]([CH2:6][CH2:7][O:8][S:11](=[O:12])(=[O:13])[c:14]2[cH:15][cH:16][c:17]([CH3:18])[cH:19][cH:20]2)[cH:9][cH:10]1. Starting materials: BrC1=C(C=C(COC2CN(CCC2C2=CC=C(C=C2)OCCCOCC2=C(C=CC=C2)OC)C(=O)OCC2=CC=CC=C2)C=C1)OCCCOC (benzyl 3-[4-bromo-3-(3-methoxypropoxy)benzyloxy]-4-{4-[3-(2-methoxybenzyloxy)propoxy]phenyl}piperidine-1-carboxylate), N1CCCC1 (pyrrolidine), C1(=CC=CC=C1)C1=CC=CC=C1 (biphenyl), CC(C)([O-])C.[Na+] (sodium tert-butoxide). The reagents and catalysts are C(C)(=O)[O-].[Pd+2].C(C)(=O)[O-] (palladium(II) acetate). Run in C1(=CC=CC=C1)C (toluene). Conditions: temperature 90 celsius, time 16 hour. The product is COC1=C(COCCCOC2=CC=C(C=C2)C2C(CN(CC2)C(=O)OCC2=CC=CC=C2)OCC2=CC(=C(C=C2)N2CCCC2)OCCCOC)C=CC=C1 (Benzyl 4-{4-[3-(2-methoxybenyloxy)propoxy]phenyl}-3-[3-(3-methoxypropoxy)-4-pyrrolidin-1-ylbenzyloxy]piperidine-1-carboxylate), SiO2. Reaction SMILES: C1(C2C=CC=CC=2)C=CC=CC=1.CC(C)([O-])C.[Na+].Br[C:20]1[CH:63]=[CH:62][C:23]([CH2:24][O:25][CH:26]2[CH:31]([C:32]3[CH:37]=[CH:36][C:35]([O:38][CH2:39][CH2:40][CH2:41][O:42][CH2:43][C:44]4[CH:49]=[CH:48][CH:47]=[CH:46][C:45]=4[O:50][CH3:51])=[CH:34][CH:33]=3)[CH2:30][CH2:29][N:28]([C:52]([O:54][CH2:55][C:56]3[CH:61]=[CH:60][CH:59]=[CH:58][CH:57]=3)=[O:53])[CH2:27]2)=[CH:22][C:21]=1[O:64][CH2:65][CH2:66][CH2:67][O:68][CH3:69].[NH:70]1[CH2:74][CH2:73][CH2:72][CH2:71]1>C1(C)C=CC=CC=1.C([O-])(=O)C.[Pd+2].C([O-])(=O)C>[CH3:51][O:50][C:45]1[CH:46]=[CH:47][CH:48]=[CH:49][C:44]=1[CH2:43][O:42][CH2:41][CH2:40][CH2:39][O:38][C:35]1[CH:36]=[CH:37][C:32]([CH:31]2[CH2:30][CH2:29][N:28]([C:52]([O:54][CH2:55][C:56]3[CH:61]=[CH:60][CH:59]=[CH:58][CH:57]=3)=[O:53])[CH2:27][CH:26]2[O:25][CH2:24][C:23]2[CH:62]=[CH:63][C:20]([N:70]3[CH2:74][CH2:73][CH2:72][CH2:71]3)=[C:21]([O:64][CH2:65][CH2:66][CH2:67][O:68][CH3:69])[CH:22]=2)=[CH:33][CH:34]=1 |f:1.2,6.7.8|. Reported procedure: The mixture of 0.019 g of 2-di-t-butylphosphino)biphenyl, 0.005 g of palladium(II) acetate and 0.134 g of sodium tert-butoxide is admixed under argon with the solution of 0.831 g of benzyl 3-[4-bromo-3-(3-methoxypropoxy)benzyloxy]-4-{4-[3-(2-methoxybenzyloxy)propoxy]phenyl}piperidine-1-carboxylate and 0.100 ml of pyrrolidine in 7.0 ml of toluene. The reaction mixture is stirred at 90° C. over 16 hours, subsequently cooled, poured onto water (40 ml) and extracted with tert-butyl methyl ether (2×4... Starting materials: FC(C=1C=CC2=C(C=C(S2)C(=O)OC)C1)(F)F (methyl 5-(trifluoromethyl)-1-benzothiophene-2-carboxylate), [H-].[Al+3].[Li+].[H-].[H-].[H-] (lithium aluminum hydride), O (Water). The reagents and catalysts are [O-2].[O-2].[Mn+4] (manganese dioxide). Solvent: O1CCCC1 (tetrahydrofuran), O1CCCC1 (tetrahydrofuran). Conditions: time 1 hour. The product is FC(C=1C=CC2=C(C=C(S2)C=O)C1)(F)F (5-(trifluoromethyl)-1-benzothiophene-2-carbaldehyde). Yield: 65.0%. Reaction SMILES: [F:1][C:2]([F:17])([F:16])[C:3]1[CH:4]=[CH:5][C:6]2[S:10][C:9]([C:11](OC)=[O:12])=[CH:8][C:7]=2[CH:15]=1.[H-].[Al+3].[Li+].[H-].[H-].[H-].O>O1CCCC1.[O-2].[O-2].[Mn+4]>[F:16][C:2]([F:1])([F:17])[C:3]1[CH:4]=[CH:5][C:6]2[S:10][C:9]([CH:11]=[O:12])=[CH:8][C:7]=2[CH:15]=1 |f:1.2.3.4.5.6,9.10.11|. Procedure: To a solution (40 mL) of methyl 5-(trifluoromethyl)-1-benzothiophene-2-carboxylate (2.00 g) in tetrahydrofuran was added lithium aluminum hydride (292 mg) at 0° C., and the mixture was stirred for 1 hr. Water (300 μL) was added to quench the reaction, 1N aqueous sodium hydroxide solution (300 μL) was added, and the mixture was stirred at room temperature for 3 hr. The resulting insoluble material was filtered off, and the filtrate was concentrated under reduced pressure to give a white solid. To... Reactants: CC(=O)Nc1ccc(Br)cc1, CC(=O)[O-], CC(=O)[O-], [F-], [K+], OB(O)c1ccccc1, [Pd+2]. Yields the product CC(=O)Nc1ccc(-c2ccccc2)cc1. RXN SMILES: [Br:12][c:13]1[cH:14][cH:15][c:16]([NH:17][C:18]([CH3:19])=[O:20])[cH:21][cH:22]1.[C:23]([O-:24])(=[O:25])[CH3:26].[C:28]([O-:29])(=[O:30])[CH3:31].[F-:10].[K+:11].[OH:1][B:2]([OH:3])[c:4]1[cH:5][cH:6][cH:7][cH:8][cH:9]1.[Pd+2:27]>>[c:4]1(-[c:13]2[cH:14][cH:15][c:16]([NH:17][C:18]([CH3:19])=[O:20])[cH:21][cH:22]2)[cH:5][cH:6][cH:7][cH:8][cH:9]1. The reactants are C(C)(=O)OCC (ethyl acetate), COC(C)(C)OC (2,2-dimethoxypropane), C1(=CC=C(C=C1)S(=O)(=O)O)C (p-toluenesulfonic acid), C(C1=CC=CC=C1)OC(=O)N[C@H](C(C=C)O)CC1CCCCC1 ((3RS,4S)-4-(benzyloxycarbonyl)amino-5-cyclohexylpentene-3-ol). Solvent: ClCCl (dichloromethane). Conditions: time 8 hour. Yields the product C(C1=CC=CC=C1)OC(=O)N1C(OC([C@@H]1CC1CCCCC1)C=C)(C)C ((4S,5RS)-3-benzyloxycarbonyl-4-cyclohexylmethyl-5-ethenyl-2,2-dimethyloxazolidine). As a reaction SMILES: [CH2:1]([O:8][C:9]([NH:11][C@@H:12]([CH2:17][CH:18]1[CH2:23][CH2:22][CH2:21][CH2:20][CH2:19]1)[CH:13]([OH:16])[CH:14]=[CH2:15])=[O:10])[C:2]1[CH:7]=[CH:6][CH:5]=[CH:4][CH:3]=1.CO[C:26](OC)([CH3:28])[CH3:27].C1(C)C=CC(S(O)(=O)=O)=CC=1.C(OCC)(=O)C>ClCCl>[CH2:1]([O:8][C:9]([N:11]1[C@@H:12]([CH2:17][CH:18]2[CH2:19][CH2:20][CH2:21][CH2:22][CH2:23]2)[CH:13]([CH:14]=[CH2:15])[O:16][C:26]1([CH3:28])[CH3:27])=[O:10])[C:2]1[CH:7]=[CH:6][CH:5]=[CH:4][CH:3]=1. Procedure details: 983 mg of (3RS,4S)-4-(benzyloxycarbonyl)amino-5-cyclohexylpentene-3-ol was dissolved in 5 ml of dichloromethane, and 4 ml of 2,2-dimethoxypropane and 30 mg of dry p-toluenesulfonic acid were added thereto. The mixture was stirred at room temperature overnight. Then, 100 ml of ethyl acetate was added to the reaction mixture. The mixture was washed with a saturated sodium hydrogencarbonate aqueous solution and with a saturated sodium chloride aqueous solution. Then, the organic layer was dried ove... The product is C(C)(=O)OC1=C(C=CC=C1)C(=O)N1CCC(CC1)N1N=C(C(C1=O)(C)C)C1=CC=C(C2=C1CC(O2)(C)C)OC (2-({4-[3-(7-Methoxy-2,2-dimethyl-2,3-dihydro-1-benzofuran-4-yl)-4,4-dimethyl-5-oxo-4,5-dihydro-1H-pyrazol-1-yl]piperidin-1-yl}carbonyl)phenyl acetate). Reaction SMILES: Cl.[CH3:2][O:3][C:4]1[C:12]2[O:11][C:10]([CH3:14])([CH3:13])[CH2:9][C:8]=2[C:7]([C:15]2[C:16]([CH3:28])([CH3:27])[C:17](=[O:26])[N:18]([CH:20]3[CH2:25][CH2:24][NH:23][CH2:22][CH2:21]3)[N:19]=2)=[CH:6][CH:5]=1.[C:29]([O:32][C:33]1[CH:38]=[CH:37][CH:36]=[CH:35][C:34]=1[C:39](Cl)=[O:40])(=[O:31])[CH3:30]>>[C:29]([O:32][C:33]1[CH:38]=[CH:37][CH:36]=[CH:35][C:34]=1[C:39]([N:23]1[CH2:24][CH2:25][CH:20]([N:18]2[C:17](=[O:26])[C:16]([CH3:28])([CH3:27])[C:15]([C:7]3[C:8]4[CH2:9][C:10]([CH3:14])([CH3:13])[O:11][C:12]=4[C:4]([O:3][CH3:2])=[CH:5][CH:6]=3)=[N:19]2)[CH2:21][CH2:22]1)=[O:40])(=[O:31])[CH3:30] |f:0.1|. Reported procedure: The title compound is prepared analogously as described for GP1 using 5-(7-methoxy-2,2-dimethyl-2,3-dihydro-1-benzofuran-4-yl)-4,4-dimethyl-2-(piperidin-4-yl)-2,4-dihydro-3H-pyrazol-3-one hydrochloride (compound B5*HCl) and 2-(chlorocarbonyl)phenyl acetate as starting compounds. The crude product is purified by crystallization from EA and diethyl ether to yield the title compound. Starting materials: Cl.COC1=CC=C(C=2CC(OC21)(C)C)C=2C(C(N(N2)C2CCNCC2)=O)(C)C (5-(7-methoxy-2,2-dimethyl-2,3-dihydro-1-benzofuran-4-yl)-4,4-dimethyl-2-(piperidin-4-yl)-2,4-dihydro-3H-pyrazol-3-one hydrochloride), Cl.COC1=CC=C(C=2CC(OC21)(C)C)C=2C(C(N(N2)C2CCNCC2)=O)(C)C (5-(7-methoxy-2,2-dimethyl-2,3-dihydro-1-benzofuran-4-yl)-4,4-dimethyl-2-(piperidin-4-yl)-2,4-dihydro-3H-pyrazol-3-one hydrochloride), C(C)(=O)OC1=C(C=CC=C1)C(=O)Cl (2-(chlorocarbonyl)phenyl acetate). Starting materials: CN(C)CC=1C=C(C=CC1)C1=C(C=CC(=C1)[N+](=O)[O-])OC (2-(3-(N,N-Dimethylamino)methylphenyl)-4-nitroanisole), Cl (HCl). Reagents/catalysts: [Fe] (iron). Run in CCO.O (EtOH H2O), CCO (EtOH). The product is CN(C)CC=1C=C(C=CC1)C=1C=C(N)C=CC1OC (3-[3-(N,N-dimethylamino)methylphenyl]-4-methoxyaniline). Yield: 57.1%. RXN SMILES: [CH3:1][N:2]([CH2:4][C:5]1[CH:6]=[C:7]([C:11]2[CH:16]=[C:15]([N+:17]([O-])=O)[CH:14]=[CH:13][C:12]=2[O:20][CH3:21])[CH:8]=[CH:9][CH:10]=1)[CH3:3].Cl>CCO.O.CCO.[Fe]>[CH3:3][N:2]([CH2:4][C:5]1[CH:6]=[C:7]([C:11]2[CH:16]=[C:15]([CH:14]=[CH:13][C:12]=2[O:20][CH3:21])[NH2:17])[CH:8]=[CH:9][CH:10]=1)[CH3:1] |f:2.3|. Procedure details: 2-(3-(N,N-Dimethylamino)methylphenyl)-4-nitroanisole (200 mg, 0.70 mmol) was dissolved in EtOH/H2O (5 mL:2.5 mL). concentrated HCl (40 uL) was added, followed by iron powder (314 mg). The reaction mixture was refluxed for 1 h, allowed to cool to room temperature, and diluted with EtOH (10 mL). The slurry was filtered and the filtrate evaporated. The resultant oil was taken up in 1 M NaOH (10 mL) and extracted with CH2Cl2 (2×10 mL). The combined organic phases were dried (Na2SO4) and evaporated t...